Dataset: the Open Reaction Database (ORD), a public repository of structured organic reaction records. Task: describe an organic reaction: reactants, conditions, products, and yield Starting materials: FC1=C(C=CC=C1)N1N=NC(=C1COC)C=1CCN(CC1)C(=O)OC(C)(C)C (tert-Butyl 4-[1-(2-fluorophenyl)-5-methoxymethyl-1H-[1,2,3]triazol-4-yl]-1,2,3,6-tetrahydropyridine-1-carboxylate). Solvent: methanolic solution, Cl (hydrochloric acid). Conditions: time 30 minute. Product: FC1=C(C=CC=C1)N1N=NC(=C1COC)C=1CCN(CC1)C(=O)OC(C)C (isopropyl 4-[1-(2-fluorophenyl)-5-methoxymethyl-1H-[1,2,3]triazol-4-yl]-1,2,3,6-tetrahydropyridine-1-carboxylate). Isolated yield 82.0%. As a reaction SMILES: [F:1][C:2]1[CH:7]=[CH:6][CH:5]=[CH:4][C:3]=1[N:8]1[C:12]([CH2:13][O:14][CH3:15])=[C:11]([C:16]2[CH2:17][CH2:18][N:19]([C:22]([O:24][C:25](C)([CH3:27])[CH3:26])=[O:23])[CH2:20][CH:21]=2)[N:10]=[N:9]1>Cl>[F:1][C:2]1[CH:7]=[CH:6][CH:5]=[CH:4][C:3]=1[N:8]1[C:12]([CH2:13][O:14][CH3:15])=[C:11]([C:16]2[CH2:17][CH2:18][N:19]([C:22]([O:24][CH:25]([CH3:27])[CH3:26])=[O:23])[CH2:20][CH:21]=2)[N:10]=[N:9]1. Procedure: tert-Butyl 4-[1-(2-fluorophenyl)-5-methoxymethyl-1H-[1,2,3]triazol-4-yl]-1,2,3,6-tetrahydropyridine-1-carboxylate (5.4 mg) prepared in the above 4) was dissolved in 2.0 ml of a 10% methanolic solution of hydrochloric acid followed by stirring at room temperature for 30 minutes. The solvent was evaporated in vacuo followed, without purification, by dissolving in 0.5 ml of pyridine and 0.02 ml of isopropyl chloroformate was added to the solution followed by stirring for 1 hour. A saturated aqueous... Reactants: C1=C(C=CC2=CC=C(C=C12)C=1C2=CC=CC=C2C=C2C=CC=CC12)C1=CC2=CC=CC=C2C=C1 (9-([2,2′-binaphthalen]-7-yl) anthracene), BrN1C(CCC1=O)=O (N-bromosuccinimide), S(=S)(=O)([O-])[O-].[Na+].[Na+] (sodium thiosulfate). Reagents/catalysts: II (iodine). The solvent is C1CCOC1 (THF). Reaction conditions: time 8 hour. Yields the product C1=C(C=CC2=CC=C(C=C12)C=1C2=CC=CC=C2C(=C2C=CC=CC12)Br)C1=CC2=CC=CC=C2C=C1 (9-([2,2′-binaphthalen]-7-yl)-10-bromoanthracene). The yield is 93.0%. RXN SMILES: [CH:1]1[C:10]2[C:5](=[CH:6][CH:7]=[C:8]([C:11]3[C:12]4[C:17]([CH:18]=[C:19]5[C:24]=3[CH:23]=[CH:22][CH:21]=[CH:20]5)=[CH:16][CH:15]=[CH:14][CH:13]=4)[CH:9]=2)[CH:4]=[CH:3][C:2]=1[C:25]1[CH:34]=[CH:33][C:32]2[C:27](=[CH:28][CH:29]=[CH:30][CH:31]=2)[CH:26]=1.[Br:35]N1C(=O)CCC1=O.S([O-])([O-])(=O)=S.[Na+].[Na+]>II.C1COCC1>[CH:1]1[C:10]2[C:5](=[CH:6][CH:7]=[C:8]([C:11]3[C:12]4[C:17]([C:18]([Br:35])=[C:19]5[C:24]=3[CH:23]=[CH:22][CH:21]=[CH:20]5)=[CH:16][CH:15]=[CH:14][CH:13]=4)[CH:9]=2)[CH:4]=[CH:3][C:2]=1[C:25]1[CH:34]=[CH:33][C:32]2[C:27](=[CH:28][CH:29]=[CH:30][CH:31]=2)[CH:26]=1 |f:2.3.4|. Procedure: Under the nitrogen atmosphere, 9-([2,2′-binaphthalen]-7-yl) anthracene (10.0 g) as the ninth intermediate compound, N-bromosuccinimide (NBS) (4.6 g), iodine (0.1 g), and THF (60 ml) were added to a flask and stirred overnight at room temperature. By adding an aqueous solution of sodium thiosulfate, the reaction was terminated. Liquid separation was performed by adding water and toluene. Subsequently, the solid obtained by distillation of the organic layer under reduced pressure was purified by s... The reactants are CC1=C(C(CCC1)(C)C)/C=C/C(=O)C (β-ionone), C(C)(=O)[O-].[NH4+] (ammonium acetate), C(#N)[BH3-].[Na+] (sodium cyanoborohydride). Run in CO (methanol), CO (methanol). Yields the product NC(/C=C/C1=C(CCC1(C)C)C)C (1-(3-Amino-trans-1-butenyl)-2,5,5-trimethylcyclopentene). As a reaction SMILES: C[C:2]1[CH2:7][CH2:6][CH2:5][C:4]([CH3:9])([CH3:8])[C:3]=1/[CH:10]=[CH:11]/[C:12]([CH3:14])=O.C([O-])(=O)C.[NH4+].C([BH3-])#[N:21].[Na+]>CO>[NH2:21][CH:12]([CH3:14])/[CH:11]=[CH:10]/[C:3]1[C:4]([CH3:8])([CH3:9])[CH2:5][CH2:6][C:7]=1[CH3:2] |f:1.2,3.4|. Procedure details: A solution of β-ionone (10.0 g., 52 mmol), ammonium acetate (40.0 g., 520 mmol) and sodium cyanoborohydride (3.27 g., 52 mmol) in methanol (150 ml) is stirred at room temperature for 3 days. The mixture is then made acidic to a pH less than 2 with concentrated hydrochloric acid, and most of the solvent is evaporated under vacuum. Water (150 ml) is added and the solution is washed with two 50 ml portions of ether. The aqueous solution is then made basic to pH greater than 10 with solid sodium hyd... Starting materials: CCOC(=O)C(Cc1ccc(OCC=C(C)c2ccc(-c3ccc(F)cc3)cc2)cc1)OCC, [Na+], [OH-]. Yields the product CCOC(Cc1ccc(OCC=C(C)c2ccc(-c3ccc(F)cc3)cc2)cc1)C(=O)O. RXN SMILES: [CH2:1]([CH3:2])[O:3][CH:4]([C:5](=[O:6])[O:7][CH2:8][CH3:9])[CH2:10][c:11]1[cH:12][cH:13][c:14]([O:17][CH2:18][CH:19]=[C:20]([CH3:21])[c:22]2[cH:23][cH:24][c:25](-[c:28]3[cH:29][cH:30][c:31]([F:34])[cH:32][cH:33]3)[cH:26][cH:27]2)[cH:15][cH:16]1.[Na+:36].[OH-:35]>>[CH2:1]([CH3:2])[O:3][CH:4]([C:5](=[O:6])[OH:7])[CH2:10][c:11]1[cH:12][cH:13][c:14]([O:17][CH2:18][CH:19]=[C:20]([CH3:21])[c:22]2[cH:23][cH:24][c:25](-[c:28]3[cH:29][cH:30][c:31]([F:34])[cH:32][cH:33]3)[cH:26][cH:27]2)[cH:15][cH:16]1. The reactants are C(CCC)N1C(=O)NC(=O)C(=C1N)N=O (1-butyl-5-nitroso-6-aminouracil), S(=O)([O-])S(=O)[O-].[Na+].[Na+] (sodium dithionite), aqueous solution, [OH-].[NH4+] (ammonium hydroxide). Conditions: temperature 80 celsius, time 30 minute. Yields the product C(CCC)N1C(=O)NC(=O)C(=C1N)N (1-butyl-5,6-diaminouracil). The yield is 78.2%. As a reaction SMILES: [CH2:1]([N:5]1[C:12]([NH2:13])=[C:11]([N:14]=O)[C:9](=[O:10])[NH:8][C:6]1=[O:7])[CH2:2][CH2:3][CH3:4].[OH-].[NH4+].S(S([O-])=O)([O-])=O.[Na+].[Na+]>>[CH2:1]([N:5]1[C:12]([NH2:13])=[C:11]([NH2:14])[C:9](=[O:10])[NH:8][C:6]1=[O:7])[CH2:2][CH2:3][CH3:4] |f:1.2,3.4.5|. Procedure details: 84.8 g (0.4 mole) of 1-butyl-5-nitroso-6-aminouracil are suspended in 440 ml of a concentrated 50% aqueous solution of ammonium hydroxide. The resulting suspension is heated to 80° C. 88 g (0.48 mole) of sodium dithionite are added in portions with stirring over a period of 30 minutes. Stirring is then continued for 30 minutes at 80° C. and then overnight at room temperature. The product is cooled in ice, the precipitate is filtered and then washed with a little ice water, giving 62 g crystals i... The reactants are [Si](C#N)(C)(C)C, C1CN(C[C@H]([C@H]1F)OS(=O)(=O)C)C(=O)OCc1ccccc1. Reagents/catalysts: c1ccc(cc1)-c2c3ccccc3cc4ccccc24 (9-Phenylanthracene). The solvent is CS(=O)C (DMSO). Run at temperature 100 celsius, time 18 hour. Yields the product F[C@H]1CCN(C[C@@H]1C#N)C(=O)OCc2ccccc2. RXN SMILES: CS(O[C@H:1]1[C@@H:6]([F:7])[CH2:5][CH2:4][N:3]([C:8]([O:10][CH2:11][c:12]2[cH:17][cH:16][cH:15][cH:14][cH:13]2)=[O:9])[CH2:2]1)(=O)=O.C[Si]([C:18]#[N:19])(C)C>>[F:7][C@@H:6]1[C@@H:1]([C:18]#[N:19])[CH2:2][N:3]([C:8]([O:10][CH2:11][c:12]2[cH:17][cH:16][cH:15][cH:14][cH:13]2)=[O:9])[CH2:4][CH2:5]1. Reactants: Cc1ccc2c(N)noc2c1I, CC1(C)OB(c2ccc3c(c2)NC(=O)C32CCC(OCCN3CCOCC3)CC2)OC1(C)C. Yields the product Cc1ccc2c(N)noc2c1-c1ccc2c(c1)NC(=O)C21CCC(OCCN2CCOCC2)CC1. Reaction SMILES: [I:1][c:2]1[c:3]([CH3:12])[cH:4][cH:5][c:6]2[c:7]([NH2:11])[n:8][o:9][c:10]12.[O:13]1[CH2:14][CH2:15][N:16]([CH2:19][CH2:20][O:21][CH:22]2[CH2:23][CH2:24][C:25]3([CH2:26][CH2:27]2)[C:28](=[O:45])[NH:29][c:30]2[cH:31][c:32]([B:36]4[O:37][C:38]([CH3:39])([CH3:40])[C:41]([CH3:42])([CH3:43])[O:44]4)[cH:33][cH:34][c:35]23)[CH2:17][CH2:18]1>>[c:2]1(-[c:32]2[cH:31][c:30]3[c:35]([cH:34][cH:33]2)[C:25]2([CH2:24][CH2:23][CH:22]([O:21][CH2:20][CH2:19][N:16]4[CH2:15][CH2:14][O:13][CH2:18][CH2:17]4)[CH2:27][CH2:26]2)[C:28](=[O:45])[NH:29]3)[c:3]([CH3:12])[cH:4][cH:5][c:6]2[c:7]([NH2:11])[n:8][o:9][c:10]12.